Dataset: the Open Reaction Database (ORD), a public repository of structured organic reaction records. Task: describe an organic reaction: reactants, conditions, products, and yield The reactants are C1=CC=C(C=2C3=CC=CC=C3C=CC12)CO (4-Phenanthrenemethanol), [Cr](=O)(=O)([O-])Cl.[NH+]1=CC=CC=C1 (pyridinium chlorochromate). Solvent: C(Cl)Cl (CH2Cl2). Reaction conditions: time 6 hour. Yields the product C1=CC=C(C=2C3=CC=CC=C3C=CC12)C=O (Phenanthrene-4-carbaldehyde). Reaction SMILES: [CH:1]1[C:14]2[CH:13]=[CH:12][C:11]3[C:6](=[CH:7][CH:8]=[CH:9][CH:10]=3)[C:5]=2[C:4]([CH2:15][OH:16])=[CH:3][CH:2]=1.[Cr](Cl)([O-])(=O)=O.[NH+]1C=CC=CC=1>C(Cl)Cl>[CH:1]1[C:14]2[CH:13]=[CH:12][C:11]3[C:6](=[CH:7][CH:8]=[CH:9][CH:10]=3)[C:5]=2[C:4]([CH:15]=[O:16])=[CH:3][CH:2]=1 |f:1.2|. Reported procedure: 4-Phenanthrenemethanol (Aldrich, 29 g, 0.14 mol) was treated with pyridinium chlorochromate (PCC) (Aldrich, 45 g, 0.21 mol) in CH2Cl2 (2000 mL). After 6 h at RT, the reaction mixture was filtered through a plug of SiO2 to give after removal of solvent and drying and crystallization from CH3OH, 20.5 g (71%) of phenanthrene-4-carboxaldehyde mp 82.5°-84.5° (C, H). Starting materials: BrC1=CC=CC=C1 (Bromobenzene), BrC1=CC(=C(C(=O)O)C=C1)C=O (4-Bromo-2-formyl-benzoic acid), N#N (N2), [Mg] (magnesium), Cl (HCl). Run in O1CCCC1 (tetrahydrofuran), O1CCCC1 (tetrahydrofuran), O1CCCC1 (tetrahydrofuran), O (water). Isolated yield 93.8%. Reported procedure: A tricol of 1 L with a condenser and an addition funnel is purged with N2 and magnesium turnings (5 g, 206 mmol) in tetrahydrofuran (80 mL) are added. Bromobenzene (32 g, 206 mmol) in tetrahydrofuran (80 mL) is added dropwise over 1¼ hour by maintaining the mixture temperature at 30° C. The resulting mixture is stirred for 45 min. at 30° C. 4-Bromo-2-formyl-benzoic acid (C3) (18.9 g, 83 mmol) in anhydrous tetrahydrofuran (200 mL) is added dropwise over 45 min. The mixture is stirred for 2 h at 3... RXN SMILES: N#N.[Mg].Br[C:5]1[CH:10]=[CH:9][CH:8]=[CH:7][CH:6]=1.[Br:11][C:12]1[CH:20]=[CH:19][C:15]([C:16]([OH:18])=O)=[C:14]([CH:21]=[O:22])[CH:13]=1.Cl>O1CCCC1.O>[Br:11][C:12]1[CH:13]=[C:14]2[C:15](=[CH:19][CH:20]=1)[C:16](=[O:18])[O:22][CH:21]2[C:5]1[CH:10]=[CH:9][CH:8]=[CH:7][CH:6]=1. Yields the product BrC=1C=C2C(OC(C2=CC1)=O)C1=CC=CC=C1 (5-bromo-3-phenyl-3H-isobenzofuran-1-one). Conditions: temperature 30 celsius, time 45 minute. Reactants: CC(=O)Br, CCOCC, CC(=O)CC(C)=O, Br[Sn]Br. Reaction SMILES: [C:11](=[O:12])([CH3:13])[Br:14].[CH3:15][CH2:16][O:17][CH2:18][CH3:19].[CH3:4][C:5](=[O:6])[CH2:7][C:8]([CH3:9])=[O:10].[Sn:1]([Br:2])[Br:3]>>[Sn:1]([Br:2])([Br:3])([C:5]([CH3:4])=[CH:7][C:8]([CH3:9])=[O:10])[Br:14]. Product: CC(=O)C=C(C)[Sn](Br)(Br)Br. The reactants are O=C([O-])CCCC(=O)OCc1cccc2c1Cc1ccccc1-2, CCOC(C)=O, C(=NC1CCCCC1)=NC1CCCCC1, Oc1c(F)c(F)c(F)c(F)c1F. Product: O=C(CCCC(=O)Oc1c(F)c(F)c(F)c(F)c1F)OCc1cccc2c1Cc1ccccc1-2. RXN SMILES: [C:1]([CH2:2][CH2:3][CH2:4][C:5](=[O:6])[O-:7])(=[O:8])[O:9][CH2:10][c:11]1[cH:12][cH:13][cH:14][c:15]2[c:23]1[CH2:22][c:21]1[c:16]-2[cH:17][cH:18][cH:19][cH:20]1.[CH3:51][CH2:52][O:53][C:54](=[O:55])[CH3:56].[CH:36]1([N:37]=[C:38]=[N:39][CH:40]2[CH2:41][CH2:42][CH2:43][CH2:44][CH2:45]2)[CH2:46][CH2:47][CH2:48][CH2:49][CH2:50]1.[F:24][c:25]1[c:26]([F:35])[c:27]([F:34])[c:28]([F:33])[c:29]([F:32])[c:30]1[OH:31]>>[C:1]([CH2:2][CH2:3][CH2:4][C:5]([O:6][c:30]1[c:25]([F:24])[c:26]([F:35])[c:27]([F:34])[c:28]([F:33])[c:29]1[F:32])=[O:7])(=[O:8])[O:9][CH2:10][c:11]1[cH:12][cH:13][cH:14][c:15]2[c:23]1[CH2:22][c:21]1[c:16]-2[cH:17][cH:18][cH:19][cH:20]1.